From a dataset of the Open Reaction Database (ORD), a public repository of structured organic reaction records. describe an organic reaction: reactants, conditions, products, and yield Reactants: [BH4-], CO, ClCCCl, COC(=O)C(C)Nc1ccc(F)c(F)c1F, [Na+], O. Yields the product CC(CO)Nc1ccc(F)c(F)c1F. RXN SMILES: [BH4-:1].[CH3:19][OH:20].[Cl:22][CH2:23][CH2:24][Cl:25].[F:3][c:4]1[c:5]([NH:6][CH:7]([C:8](=[O:9])[O:10][CH3:11])[CH3:12])[cH:13][cH:14][c:15]([F:18])[c:16]1[F:17].[Na+:2].[OH2:21]>>[F:3][c:4]1[c:5]([NH:6][CH:7]([CH2:8][OH:9])[CH3:12])[cH:13][cH:14][c:15]([F:18])[c:16]1[F:17]. Reactants: C(C1=CC=CC=C1)=NC1[C@@H]2N(C(=C(CS2)CCl)C(=O)OCC2=CC=C(C=C2)OC)C1=O (p-methoxybenzyl 7-benzylideneamino-3-chloromethyl-3-cephem-4-carboxylate), [I-].[Na+] (sodium iodide). Run in CC(=O)C (acetone). Run at time 1 hour. Product: C(C1=CC=CC=C1)=NC1[C@@H]2N(C(=C(CS2)CI)C(=O)OCC2=CC=C(C=C2)OC)C1=O (p-methoxybenzyl 7-benzylideneamino-3-iodomethyl-3-cephem-4-carboxylate). Isolated yield 75.0%. RXN SMILES: [CH:1](=[N:8][CH:9]1[C:30](=[O:31])[N:11]2[C:12]([C:18]([O:20][CH2:21][C:22]3[CH:27]=[CH:26][C:25]([O:28][CH3:29])=[CH:24][CH:23]=3)=[O:19])=[C:13]([CH2:16]Cl)[CH2:14][S:15][C@H:10]12)[C:2]1[CH:7]=[CH:6][CH:5]=[CH:4][CH:3]=1.[I-:32].[Na+]>CC(C)=O>[CH:1](=[N:8][CH:9]1[C:30](=[O:31])[N:11]2[C:12]([C:18]([O:20][CH2:21][C:22]3[CH:27]=[CH:26][C:25]([O:28][CH3:29])=[CH:24][CH:23]=3)=[O:19])=[C:13]([CH2:16][I:32])[CH2:14][S:15][C@H:10]12)[C:2]1[CH:7]=[CH:6][CH:5]=[CH:4][CH:3]=1 |f:1.2|. Procedure details: 30 g (65.65 mM) of p-methoxybenzyl 7-benzylideneamino-3-chloromethyl-3-cephem-4-carboxylate was dissolved in 500 ml of acetone. Then, 29.5 g (197 mM) of sodium iodide was added thereto, and the mixture was stirred at room temperature for 1 hour. From the reaction solution thus obtained, the solvent was distilled off under reduced pressure. To the residue, 500 ml of ethyl acetate was added. The mixture was washed with a saturated sodium thiosulfate aqueous solution and then with a saturated sodiu... Reactants: CC(CO[Si](C)(C)C(C)(C)C)c1cnc(F)c(B(O)O)c1, CC(=O)[O-], Cc1nc(N)nc(Cl)n1, [K+], C1COCCO1, O. Product: Cc1nc(N)nc(-c2cc(C(C)CO[Si](C)(C)C(C)(C)C)cnc2F)n1. As a reaction SMILES: [C:1]([CH3:2])([CH3:3])([CH3:4])[Si:5]([O:6][CH2:7][CH:8]([CH3:9])[c:10]1[cH:11][c:12]([B:17]([OH:18])[OH:19])[c:13]([F:16])[n:14][cH:15]1)([CH3:20])[CH3:21].[CH3:32][C:33](=[O:34])[O-:35].[Cl:22][c:23]1[n:24][c:25]([NH2:30])[n:26][c:27]([CH3:29])[n:28]1.[K+:31].[O:36]1[CH2:37][CH2:38][O:39][CH2:40][CH2:41]1.[OH2:42]>>[C:1]([CH3:2])([CH3:3])([CH3:4])[Si:5]([O:6][CH2:7][CH:8]([CH3:9])[c:10]1[cH:11][c:12](-[c:23]2[n:24][c:25]([NH2:30])[n:26][c:27]([CH3:29])[n:28]2)[c:13]([F:16])[n:14][cH:15]1)([CH3:20])[CH3:21]. Starting materials: C[O-], Cc1ccccc1, CO, CC1(CCCC(=O)COC2C(=O)CCC3(C)C(=O)CCC23)OCCO1, [Na+]. The product is CC1(CCC2=C3CCC4(C)C(=O)CCC4C3OCC2=O)OCCO1. RXN SMILES: [CH3:1][O-:2].[CH3:31][c:32]1[cH:33][cH:34][cH:35][cH:36][cH:37]1.[CH3:4][OH:5].[CH3:6][C:7]12[CH2:8][CH2:9][C:10](=[O:30])[CH:11]([O:17][CH2:18][C:19]([CH2:20][CH2:21][CH2:22][C:23]3([CH3:28])[O:24][CH2:25][CH2:26][O:27]3)=[O:29])[CH:12]1[CH2:13][CH2:14][C:15]2=[O:16].[Na+:3]>>[CH3:6][C:7]12[CH2:8][CH2:9][C:10]3=[C:20]([CH2:21][CH2:22][C:23]4([CH3:28])[O:24][CH2:25][CH2:26][O:27]4)[C:19](=[O:29])[CH2:18][O:17][CH:11]3[CH:12]1[CH2:13][CH2:14][C:15]2=[O:16]. Reactants: CC=1C=C(C(=O)O)C=CC1[N+](=O)[O-] (3-methyl-4-nitro-benzoic acid). Reagents/catalysts: [Ni] (Ni). Solvent: CN(C)C=O (DMF), CN(C)C=O (DMF). Conditions: time 6 hour. The product is NC1=C(C=C(C(=O)O)C=C1)C (4-Amino-3-methyl-benzoic acid). Reaction SMILES: [CH3:1][C:2]1[CH:3]=[C:4]([CH:8]=[CH:9][C:10]=1[N+:11]([O-])=O)[C:5]([OH:7])=[O:6]>CN(C=O)C.[Ni]>[NH2:11][C:10]1[CH:9]=[CH:8][C:4]([C:5]([OH:7])=[O:6])=[CH:3][C:2]=1[CH3:1]. Reported procedure: To a solution of 3-methyl-4-nitro-benzoic acid (100 g, 0.55 mol) in DMF (500 mL), suspension of activated Raney Ni (50 g) in DMF (50 mL) was added and was subjected to hydrogenation (200 psi pressure and 25° C.) for 6 h. The reaction mixture was filtered through celite bed and was concentrated to one third of the total volume. The reaction mixture was poured into water (1300 mL) with stirring. The solid was filtered, washed with water and dried to obtain the title compound. Yield: 70 g (84%); 1H... Reactants: Clc1ccccc1Cl, Cc1nn(C)c(Cl)c1C=O, O=S(=O)(Cl)Cl. Product: Cc1nn(C)c(Cl)c1Cl. Reaction SMILES: [Cl:16][c:17]1[c:18]([Cl:19])[cH:20][cH:21][cH:22][cH:23]1.[Cl:1][c:2]1[c:3]([CH:9]=[O:10])[c:4]([CH3:8])[n:5][n:6]1[CH3:7].[S:11]([Cl:12])(=[O:13])([Cl:14])=[O:15]>>[Cl:1][c:2]1[c:3]([Cl:14])[c:4]([CH3:8])[n:5][n:6]1[CH3:7]. Reactants: 196.3, C(C)(=O)Cl (acetyl chloride), C(Cl)Cl (methylene chloride), N1=CC=CC=C1 (pyridine), C(C)NS(=O)(=O)Cl (ethylsulfamic acid chloride). Run in O (water). Reaction conditions: temperature 22 celsius, time 1 hour. The product is C(C)(=O)N(S(=O)(=O)Cl)CC (N-acetyl-N-ethylsulfamic acid chloride). Yield: 79.0%. Reaction SMILES: N1C=CC=CC=1.[C:7](Cl)(=[O:9])[CH3:8].C(Cl)Cl.[CH2:14]([NH:16][S:17]([Cl:20])(=[O:19])=[O:18])[CH3:15]>O>[C:7]([N:16]([CH2:14][CH3:15])[S:17]([Cl:20])(=[O:19])=[O:18])(=[O:9])[CH3:8]. Procedure: 197.8 parts of pyridine are introduced in the course of 20 minutes at -10° C., whilst stirring, into a solution of 196.3 parts of acetyl chloride in 1,350 parts of methylene chloride. 359 parts of ethylsulfamic acid chloride are then added at the same temperature. The reaction mixture is stirred for half an hour at 0° C. and one hour at 22° C. Thereafter, the mixture is stirred for 5 minutes with 800 parts of water at 9° C. and pH 1. The organic phase is then separated off from the 2-phase mixtu... As a reaction SMILES: [C:1]1([C:14]([OH:16])=[O:15])[C:13]2[CH2:12][C:11]3[C:6](=[CH:7][CH:8]=[CH:9][CH:10]=3)[C:5]=2[CH:4]=[CH:3][CH:2]=1.N.[Li]>C(O)C>[CH:1]1([C:14]([OH:16])=[O:15])[CH:13]2[CH:5]([C:6]3[C:11]([CH2:12]2)=[CH:10][CH:9]=[CH:8][CH:7]=3)[CH2:4][CH2:3][CH2:2]1 |^1:17|. Starting materials: C1(=CC=CC=2C3=CC=CC=C3CC12)C(=O)O (fluorene-1-carboxylic acid), liquid, N (ammonia), [Li] (lithium). Solvent: C(C)O (ethanol). Procedure details: A solution of 21.0 g (0.10 mole) of fluorene-1-carboxylic acid in 25 ml of absolute ethanol is added to 500 ml of liquid ammonia and the solution treated portionwise with 4.2 g (0.60 mole) of lithium cut in small pieces. After evaporation of the NH3, the residue is cooled in ice and treated first with water and then with sufficient conc. HCl to render it strongly acidic. The crude partially reduced product is filtered off and dissolved in acetic acid. Reduction of the solution over 1 g of PtO2 u... The product is C1(CCCC2C3=CC=CC=C3CC12)C(=O)O (1,2,3,4,4a,9a-Hexahydrofluorene-1-carboxylic acid).